Dataset: the Open Reaction Database (ORD), a public repository of structured organic reaction records. Task: describe an organic reaction: reactants, conditions, products, and yield Starting materials: Example 1, N1C(CCC2CCC3=C(C12)C=CC=C3)=O (hexahydrobenzoquinolinone), BrC1=CC2=C(C=3CCC(NC3CC2)=O)C=C1 (8-bromo-1,2,3,4,5,6-hexahydrobenzo[f]quinolin-3-one), CI (methyl iodide), [H-].[Na+] (sodium hydride). The solvent is C(C)OCC (diethyl ether), C(C)(=O)OCC.O (ethyl acetate water). The product is BrC1=CC2=C(C=3CCC(N(C3CC2)C)=O)C=C1 (8-bromo-4-methyl-1,2,3,4,5,6-hexahydrobenzo[f]quinolin-3-one). As a reaction SMILES: [Br:1][C:2]1[CH:16]=[CH:15][C:5]2[C:6]3[CH2:7][CH2:8][C:9](=[O:14])[NH:10][C:11]=3[CH2:12][CH2:13][C:4]=2[CH:3]=1.N1C2C(CCC3C=CC=CC=32)CC[C:18]1=O.[H-].[Na+].CI>C(OCC)C.C(OCC)(=O)C.O>[Br:1][C:2]1[CH:16]=[CH:15][C:5]2[C:6]3[CH2:7][CH2:8][C:9](=[O:14])[N:10]([CH3:18])[C:11]=3[CH2:12][CH2:13][C:4]=2[CH:3]=1 |f:2.3,6.7|. Reported procedure: By substantially following the procedures described above in Example 1 5.17 g of 8-bromo-1,2,3,4,5,6-hexahydrobenzo[f]quinolin-3-one was obtained. The hexahydrobenzoquinolinone (5.17 g; 19.6 mmol) was dissolved in 60 ml of dry diethyl ether in a 250 ml round bottomed flask. To the solution was added 1.2 g of sodium hydride (60% dispersion in mineral oil). The flask was fitted to a reflux condenser with a stirring bar and the mixture refluxed for 2 hours. The mixture was then cooled to room tempe... Reactants: OC=1C=CC=C2CCC(NC12)=O (8-hydroxy-3,4-dihydrocarbostyril), C(C(CCl)O)O (glycerol α-monochlorohydrin), [OH-].[K+] (potassium hydroxide). Run in CO (methanol). Product: OC(COC=1C=CC=C2CCC(NC12)=O)CO (8-(2,3-dihydroxy)propoxy-3,4-dihydrocarbostyril). The yield is 33.8%. As a reaction SMILES: [OH-].[K+].[OH:3][C:4]1[CH:5]=[CH:6][CH:7]=[C:8]2[C:13]=1[NH:12][C:11](=[O:14])[CH2:10][CH2:9]2.[CH2:15]([OH:20])[CH:16]([OH:19])[CH2:17]Cl>CO>[OH:19][CH:16]([CH2:15][OH:20])[CH2:17][O:3][C:4]1[CH:5]=[CH:6][CH:7]=[C:8]2[C:13]=1[NH:12][C:11](=[O:14])[CH2:10][CH2:9]2 |f:0.1|. Procedure: 0.8 g of potassium hydroxide was dissolved in 50 ml of methanol, and 1.63 g of 8-hydroxy-3,4-dihydrocarbostyril and 1.4 g of glycerol α-monochlorohydrin were added to the resulting solution followed by refluxing the mixture for 3 hours. The raction mixture was then concentrated to dryness, and the resulting residue was extracted with 50 ml of chloroform. The extract was washed with a 2% aqueous sodium hydroxide solution and then water, and then dried over anhydrous sodium sulfate. The chloroform... Reactants: Cl.C(C)(C)(C)OC(N[C@@H](C1CCCCC1)C(NCC1CCN(CC1)C(N)=N)=O)=O ({[(1-Carbamimidoyl-piperidine-4-ylmethyl)-carbamoyl]-(S)-cyclohexyl-methyl}-carbamic acid tert butyl ester hydrochloric acid salt), FC(C(=O)O)(F)F (trifluoroacetic acid). Product: Cl.N[C@H](C(=O)NCC1CCN(CC1)C(N)=N)C1CCCCC1 (2-Amino-N-(1-carbamimidoyl-piperidin-4-ylmethyl)-2-(S)-cyclohexyl-acetamide hydrochloric acid salt). Isolated yield 96.2%. Procedure details: {[(1-Carbamimidoyl-piperidine-4-ylmethyl)-carbamoyl]-(S)-cyclohexyl-methyl}-carbamic acid tert butyl ester hydrochloric acid salt (3.64 g crude material) was stirred with aqueous trifluoroacetic acid (90%) at room temperature for 20 hours, evaporated, dissolved in aqueous hydrochloric acid and lyophilized to yield 2.69 g (89%) of the desired product, MS m/z: 296 (M+H)+, 148 (M+2H)2+. RXN SMILES: [ClH:1].C(OC(=O)[NH:8][C@H:9]([C:16](=[O:28])[NH:17][CH2:18][CH:19]1[CH2:24][CH2:23][N:22]([C:25](=[NH:27])[NH2:26])[CH2:21][CH2:20]1)[CH:10]1[CH2:15][CH2:14][CH2:13][CH2:12][CH2:11]1)(C)(C)C.FC(F)(F)C(O)=O>>[ClH:1].[NH2:8][C@@H:9]([CH:10]1[CH2:15][CH2:14][CH2:13][CH2:12][CH2:11]1)[C:16]([NH:17][CH2:18][CH:19]1[CH2:24][CH2:23][N:22]([C:25](=[NH:26])[NH2:27])[CH2:21][CH2:20]1)=[O:28] |f:0.1,3.4|. Reactants: ClCCCl, COc1cc(OC2CCOCC2)c2c(=O)[nH]cnc2c1, CCN(C(C)C)C(C)C, O=P(Cl)(Cl)Cl. The product is COc1cc(OC2CCOCC2)c2c(Cl)ncnc2c1. As a reaction SMILES: [CH2:35]([Cl:36])[CH2:37][Cl:38].[CH3:1][O:2][c:3]1[cH:4][c:5]([O:14][CH:15]2[CH2:16][CH2:17][O:18][CH2:19][CH2:20]2)[c:6]2[c:7](=[O:13])[nH:8][cH:9][n:10][c:11]2[cH:12]1.[CH:26]([N:27]([CH2:28][CH3:29])[CH:30]([CH3:31])[CH3:32])([CH3:33])[CH3:34].[P:21]([Cl:22])([Cl:23])([Cl:24])=[O:25]>>[CH3:1][O:2][c:3]1[cH:4][c:5]([O:14][CH:15]2[CH2:16][CH2:17][O:18][CH2:19][CH2:20]2)[c:6]2[c:7]([Cl:23])[n:8][cH:9][n:10][c:11]2[cH:12]1.